From a dataset of the Open Reaction Database (ORD), a public repository of structured organic reaction records. describe an organic reaction: reactants, conditions, products, and yield Starting materials: CC(C)(C)OC(=O)N1CCC(=O)CC1, C1CCNC1, CO, CC(=O)c1ccccc1O. The product is CC(C)(C)OC(=O)N1CCC2(CC1)CC(=O)c1ccccc1O2. As a reaction SMILES: [C:11](=[O:12])([O:13][C:14]([CH3:15])([CH3:16])[CH3:17])[N:18]1[CH2:19][CH2:20][C:21](=[O:24])[CH2:22][CH2:23]1.[CH2:27]1[CH2:28][NH:29][CH2:30][CH2:31]1.[CH3:25][OH:26].[OH:1][c:2]1[c:3]([C:8]([CH3:9])=[O:10])[cH:4][cH:5][cH:6][cH:7]1>>[O:1]1[c:2]2[c:3]([cH:4][cH:5][cH:6][cH:7]2)[C:8](=[O:10])[CH2:9][C:21]12[CH2:20][CH2:19][N:18]([C:11](=[O:12])[O:13][C:14]([CH3:15])([CH3:16])[CH3:17])[CH2:23][CH2:22]2. Reactants: C, CCNc1cc(C(F)(F)F)c(C(=O)N(C(C)C)C2CCCN(C(=O)OC(C)(C)C)C2)cc1[N+](=O)[O-], C1CCOC1, [Pd]. Product: CCNc1cc(C(F)(F)F)c(C(=O)N(C(C)C)C2CCCN(C(=O)OC(C)(C)C)C2)cc1N. Reaction SMILES: [C:41].[CH2:1]([CH3:2])[NH:3][c:4]1[cH:5][c:6]([C:32]([F:33])([F:34])[F:35])[c:7]([C:8](=[O:9])[N:10]([CH:11]2[CH2:12][N:13]([C:17](=[O:18])[O:19][C:20]([CH3:21])([CH3:22])[CH3:23])[CH2:14][CH2:15][CH2:16]2)[CH:24]([CH3:25])[CH3:26])[cH:27][c:28]1[N+:29]([O-:30])=[O:31].[O:36]1[CH2:37][CH2:38][CH2:39][CH2:40]1.[Pd:42]>>[CH2:1]([CH3:2])[NH:3][c:4]1[cH:5][c:6]([C:32]([F:33])([F:34])[F:35])[c:7]([C:8](=[O:9])[N:10]([CH:11]2[CH2:12][N:13]([C:17](=[O:18])[O:19][C:20]([CH3:21])([CH3:22])[CH3:23])[CH2:14][CH2:15][CH2:16]2)[CH:24]([CH3:25])[CH3:26])[cH:27][c:28]1[NH2:29]. Yields the product c1ccc2c(c1)OCC(CN1CCC(CNc3nc4ccccc4s3)CC1)O2. As a reaction SMILES: [Br:1][CH2:2][CH:3]1[CH2:4][O:5][c:6]2[c:7]([cH:9][cH:10][cH:11][cH:12]2)[O:8]1.[BrH:13].[BrH:14].[CH3:41][N:42]([CH3:43])[CH:44]=[O:45].[I-:39].[NH:15]1[CH2:16][CH2:17][CH:18]([CH2:21][NH:22][c:23]2[s:24][c:25]3[c:26]([n:27]2)[cH:28][cH:29][cH:30][cH:31]3)[CH2:19][CH2:20]1.[Na+:32].[Na+:33].[Na+:38].[O-:34][C:35](=[O:36])[O-:37].[OH2:40]>>[CH2:2]([CH:3]1[CH2:4][O:5][c:6]2[c:7]([cH:9][cH:10][cH:11][cH:12]2)[O:8]1)[N:15]1[CH2:16][CH2:17][CH:18]([CH2:21][NH:22][c:23]2[s:24][c:25]3[c:26]([n:27]2)[cH:28][cH:29][cH:30][cH:31]3)[CH2:19][CH2:20]1. The reactants are BrCC1COc2ccccc2O1, Br, Br, CN(C)C=O, [I-], c1ccc2sc(NCC3CCNCC3)nc2c1, [Na+], [Na+], [Na+], O=C([O-])[O-], O. The reactants are C1=CCCCCCCCCCC1 (cyclododecene), solid, tetramethyltetraoxodirhenium (VI) (CH3)4Re2O4, OO (H2O2). The solvent is C(C)(C)(C)O (tertbutanol). Run at time 1 hour. Yields the product O1C2C1CCCCCCCCCC2 (epoxycyclododecane). Yield: 99.0%. As a reaction SMILES: [OH:1]O.[CH:3]1[CH2:14][CH2:13][CH2:12][CH2:11][CH2:10][CH2:9][CH2:8][CH2:7][CH2:6][CH2:5][CH:4]=1>C(O)(C)(C)C>[O:1]1[CH:4]2[CH2:5][CH2:6][CH2:7][CH2:8][CH2:9][CH2:10][CH2:11][CH2:12][CH2:13][CH2:14][CH:3]12. Procedure: 20 mg of solid tetramethyltetraoxodirhenium (VI) (CH3)4Re2O4 were added to a 5 ml portion of the "oxidation solution" initially prepared according to B) from tertbutanol and H2O2. This immediately produced a yellow coloration. 0.15 ml of cyclododecene was then added. This caused slight heating of the solution. After 1 hour, the mixture was worked up as in Examples 1-34 and analyzed (GC/IR/MS). 99% pure epoxycyclododecane was obtained by this procedure.